From a dataset of the Open Reaction Database (ORD), a public repository of structured organic reaction records. describe an organic reaction: reactants, conditions, products, and yield The reactants are FC1(CCC(CC1)OC1=C(C=C(C=C1)[N+](=O)[O-])C=1C2=C(C(N(C1)C)=O)NC=C2)F (4-(2-(4,4-difluorocyclohexyloxy)-5-nitrophenyl)-6-methyl-1H-pyrrolo[2,3-c]pyridin-7(6H)-one), CN1C(C2=C(C(=C1)C1=C(C=CC(=C1)[N+](=O)[O-])OC1=CC=CC=C1)C=CN2)=O (6-methyl-4-(5-nitro-2-phenoxyphenyl)-1,6-dihydro-7H-pyrrolo[2,3-c]pyridin-7-one). Product: NC=1C=CC(=C(C1)C=1C2=C(C(N(C1)C)=O)NC=C2)OC2CCC(CC2)(F)F (4-(5-amino-2-(4,4-difluorocyclohexyloxy)phenyl)-6-methyl-1H-pyrrolo[2,3-c]pyridin-7(6H)-one). As a reaction SMILES: [F:1][C:2]1([F:29])[CH2:7][CH2:6][CH:5]([O:8][C:9]2[CH:14]=[CH:13][C:12]([N+:15]([O-])=O)=[CH:11][C:10]=2[C:18]2[C:19]3[CH:28]=[CH:27][NH:26][C:20]=3[C:21](=[O:25])[N:22]([CH3:24])[CH:23]=2)[CH2:4][CH2:3]1.CN1C=C(C2C=C([N+]([O-])=O)C=CC=2OC2C=CC=CC=2)C2C=CNC=2C1=O>>[NH2:15][C:12]1[CH:13]=[CH:14][C:9]([O:8][CH:5]2[CH2:4][CH2:3][C:2]([F:1])([F:29])[CH2:7][CH2:6]2)=[C:10]([C:18]2[C:19]3[CH:28]=[CH:27][NH:26][C:20]=3[C:21](=[O:25])[N:22]([CH3:24])[CH:23]=2)[CH:11]=1. Procedure: Example 59b was prepared according to the procedure used for the preparation of Example 3, substituting the product of Example 59a for the product of Example 2b, to provide the title compound. The reactants are ClC1=CC=C2C(=N1)N(C(N2CC2CC2)=O)C (5-chloro-1-(cyclopropylmethyl)-3-methyl-1,3-dihydro-2H-imidazo[4,5-b]pyridin-2-one), C(=C\C)/B(O)O ((E)-prop-1-enylboronic acid), C(C)(C)NC(C)C (diisopropylamine), triphenylphosphine-3,3′,3″-trisulfonic acid trisodium salt hydrate. The reagents and catalysts are CC(=O)[O-].CC(=O)[O-].[Pd+2] (Pd(OAc)2). Run in CN(C)C=O (DMF), O (water). Conditions: temperature 100 celsius. The product is CC(CN1C(N(C2=NC(=CC=C21)\C=C\C)C)=O)(C)C (1-(2,2-Dimethylpropyl)-3-methyl-5-[(1E)-prop-1-en-1-yl]-1,3-dihydro-2H-imidazo[4,5-b]pyridin-2-one). As a reaction SMILES: Cl[C:2]1[N:7]=[C:6]2[N:8]([CH3:16])[C:9](=[O:15])[N:10]([CH2:11][CH:12]3[CH2:14][CH2:13]3)[C:5]2=[CH:4][CH:3]=1.[CH:17](/B(O)O)=[CH:18]\[CH3:19].[CH:23](NC(C)C)(C)C>CN(C=O)C.O.CC([O-])=O.CC([O-])=O.[Pd+2]>[CH3:23][C:12]([CH3:13])([CH3:14])[CH2:11][N:10]1[C:5]2[C:6](=[N:7][C:2](/[CH:17]=[CH:18]/[CH3:19])=[CH:3][CH:4]=2)[N:8]([CH3:16])[C:9]1=[O:15] |f:5.6.7|. Procedure: 5-Chloro-1-(2,2-dimethylpropyl)-3-methyl-1,3-dihydro-2H-imidazo[4,5-b]pyridin-2-one (1-4, 1 g, 3.9 mmol, 1.0 equiv), (E)-prop-1-enylboronic acid (0.5 g, 5.9 mmol, 1.5 equiv), diisopropylamine (1.1 ml, 7.8 mmol, 2 equiv), triphenylphosphine-3,3′,3″-trisulfonic acid trisodium salt hydrate (0.27 g, 0.43 mmol, 0.11 equiv), and Pd(OAc)2 (44 mg, 0.197 mmol, 0.05 quiv) were dissolved in DMF (9.85 mL)/water (3.28 mL), placed in a sealed tube and heated to 100° C. for 18 h. Following this duration, LCMS ... The reactants are [OH-].[Na+] (sodium hydroxide), NC1=CC=C(C(=N)NS(=O)(=O)C=CC2=CC=C(C=C2)[N+](=O)[O-])C=C1 (4-amino-N-(4-nitrostyrylsulfonyl)benzamidine), Cl (hydrogen chloride), [N+](=O)([O-])C1=CC=C(C=CNC(C2=CC=C(C=C2)N)=N)C=C1 (N-(4-nitrostyryl)-4-aminobenzamidine), free base. Run in CC(=O)C (acetone), O (water). Product: Cl.NC1=CC=C(C(=N)NC=CC2=CC=C(C=C2)[N+](=O)[O-])C=C1 (4-AMINO-N-(4-NITROSTYRYL)BENZAMIDINE HYDROCHLORIDE). RXN SMILES: NC1C=CC(C(NS(C=CC2C=CC([N+]([O-])=O)=CC=2)(=O)=O)=N)=CC=1.[OH-].[Na+].[N+:27]([C:30]1[CH:47]=[CH:46][C:33]([CH:34]=[CH:35][NH:36][C:37](=[NH:45])[C:38]2[CH:43]=[CH:42][C:41]([NH2:44])=[CH:40][CH:39]=2)=[CH:32][CH:31]=1)([O-:29])=[O:28].[ClH:48]>O.CC(C)=O>[ClH:48].[NH2:44][C:41]1[CH:40]=[CH:39][C:38]([C:37]([NH:36][CH:35]=[CH:34][C:33]2[CH:46]=[CH:47][C:30]([N+:27]([O-:29])=[O:28])=[CH:31][CH:32]=2)=[NH:45])=[CH:43][CH:42]=1 |f:1.2,7.8|. Procedure: A suspension of 4-amino-N-(4-nitrostyrylsulfonyl)benzamidine (6.9 g., 0.02 mole) in 120 ml. of acetone is stirred with 50% sodium hydroxide (6.4 g., 0.08 mole) in 40 ml. of water for 1 hr. Concentration of the reaction mixture affords a residue which is stirred with 50 ml. of water, filtered, washed with water, and dried. Trituration of the dried filter cake with isopropyl alcohol yields 5.3 g. (95%) of N-(4-nitrostyryl)-4-aminobenzamidine free base, m.p. 195°-197° C. (dec.) The free base (5.0 g... The reactants are C(#N)C=1C=CC2=C(C(=C(O2)C(=O)OCC)O)C1 (Ethyl 5-cyano-3-hydroxy-2-benzofurancarboxylate), S(=O)(=O)(OC)OC (dimethyl sulfate), C([O-])([O-])=O.[K+].[K+] (potassium carbonate). Solvent: CC(=O)C (acetone). Yields the product C(#N)C=1C=CC2=C(C(=C(O2)C(=O)OCC)OC)C1 (ethyl 5-cyano-3-methoxy-2-benzofurancarboxylate). The yield is 90.9%. RXN SMILES: [C:1]([C:3]1[CH:4]=[CH:5][C:6]2[O:10][C:9]([C:11]([O:13][CH2:14][CH3:15])=[O:12])=[C:8]([OH:16])[C:7]=2[CH:17]=1)#[N:2].S(OC)(O[CH3:22])(=O)=O.C(=O)([O-])[O-].[K+].[K+]>CC(C)=O>[C:1]([C:3]1[CH:4]=[CH:5][C:6]2[O:10][C:9]([C:11]([O:13][CH2:14][CH3:15])=[O:12])=[C:8]([O:16][CH3:22])[C:7]=2[CH:17]=1)#[N:2] |f:2.3.4|. Procedure: Ethyl 5-cyano-3-hydroxy-2-benzofurancarboxylate (200 mg, 0.866 mmol), dimethyl sulfate (131 mg, 1.04 mmol) and potassium carbonate (132 mg, 0.953 mmol) were added to acetone (140 ml), and the mixture was refluxed under heating for 1.5 hours. Low boiling matters were distilled away from the reaction mixture under reduced pressure and water (200 ml) was added to the residue, which was followed by extraction with ethyl acetate. The extract was washed with water and saturated brine, and dried over a... The reactants are [BH4-].[Na+] (sodium borohydride), [BH4-].[Na+] (sodium borohydride), [BH4-].[Na+] (sodium borohydride), Cl.COC=1C=C2CC(C(C2=CC1OC)=O)CN1CCN(CC1)C1=C(C=CC=C1)OC (2,3-dihydro-5,6-dimethoxy-2-[[4-(2-methoxyphenyl)-1-piperazinyl]methyl]-1H-inden-1-one, hydrochloride). Run in O (water), O (water), O (water), CO (methanol). Reaction conditions: temperature 0 celsius, time 8 hour. The product is COC=1C=C2CC(C(C2=CC1OC)O)CN1CCN(CC1)C1=C(C=CC=C1)OC (2,3-Dihydro-5,6-dimethoxy-2-[[4-(2-methoxyphenyl)-1-piperazinyl]methyl]-1H-inden-1-ol). Isolated yield 50.6%. Reaction SMILES: Cl.[CH3:2][O:3][C:4]1[CH:5]=[C:6]2[C:10](=[CH:11][C:12]=1[O:13][CH3:14])[C:9](=[O:15])[CH:8]([CH2:16][N:17]1[CH2:22][CH2:21][N:20]([C:23]3[CH:28]=[CH:27][CH:26]=[CH:25][C:24]=3[O:29][CH3:30])[CH2:19][CH2:18]1)[CH2:7]2.[BH4-].[Na+]>CO.O>[CH3:2][O:3][C:4]1[CH:5]=[C:6]2[C:10](=[CH:11][C:12]=1[O:13][CH3:14])[CH:9]([OH:15])[CH:8]([CH2:16][N:17]1[CH2:18][CH2:19][N:20]([C:23]3[CH:28]=[CH:27][CH:26]=[CH:25][C:24]=3[O:29][CH3:30])[CH2:21][CH2:22]1)[CH2:7]2 |f:0.1,2.3|. Reported procedure: A suspension of 4.9 g of 2,3-dihydro-5,6-dimethoxy-2-[[4-(2-methoxyphenyl)-1-piperazinyl]methyl]-1H-inden-1-one, hydrochloride in 100 ml of methanol is cooled to 0° C. and treated with a solution of 1.52 g of sodium borohydride in 10 ml of water (the sodium borohydride is added dropwise). The mixture is stirred at room temperature overnight followed by the addition of an additional 1.52 g of sodium borohydride in 10 ml of water at 0° C. The mixture is stirred for an additional 2 hours at room te... The reactants are C[Si](C)(C)N=C=O (Trimethylsilyl isocyanate), C1=CC(=CC=2OC3=C(C21)C=CC=C3)C(C)NO (1-(3-dibenzofuranyl)ethyl hydroxylamine), [NH4+].[Cl-] (NH4Cl). The solvent is C1CCOC1 (THF). Conditions: temperature 60 celsius. Product: ON(C(=O)N)C(C)C=1C=CC2=C(OC3=C2C=CC=C3)C1 (N-hydroxy-N-(1-dibenzofur-3-ylethyl)urea). Isolated yield 80.0%. Reaction SMILES: C[Si]([N:5]=[C:6]=[O:7])(C)C.[CH:8]1[C:16]2[C:15]3[CH:17]=[CH:18][CH:19]=[CH:20][C:14]=3[O:13][C:12]=2[CH:11]=[C:10]([CH:21]([NH:23][OH:24])[CH3:22])[CH:9]=1.[NH4+].[Cl-]>C1COCC1>[OH:24][N:23]([CH:21]([C:10]1[CH:9]=[CH:8][C:16]2[C:15]3[CH:17]=[CH:18][CH:19]=[CH:20][C:14]=3[O:13][C:12]=2[CH:11]=1)[CH3:22])[C:6]([NH2:5])=[O:7] |f:2.3|. Procedure details: Trimethylsilyl isocyanate (1.2 mL) was added to a solution of 1-(3-dibenzofuranyl)ethyl hydroxylamine (0.88 g, 3.87 mmole), prepared as described in example 1, step c, in THF (6 mL). The mixture was heated at 60° C. for one hour and then poured into saturated NH4Cl solution. This was extracted with ethyl acetate (3×100 mL). The organic layer was concentrated in vacuo and the residue was triturated with ether to give the desired product as a white solid (0.84 g, 80%). (R1 =NH2, A=CHCH3 --, X=0, Y... Reactants: Clc1nc(N2CCOCC2)c2sc(I)cc2n1, Cl, N#C[Cu], c1ccncc1. The product is N#Cc1cc2nc(Cl)nc(N3CCOCC3)c2s1. RXN SMILES: [Cl:1][c:2]1[n:3][c:4]([N:12]2[CH2:13][CH2:14][O:15][CH2:16][CH2:17]2)[c:5]2[c:6]([n:7]1)[cH:8][c:9]([I:11])[s:10]2.[ClH:21].[Cu:18][C:19]#[N:20].[cH:22]1[cH:23][cH:24][n:25][cH:26][cH:27]1>>[Cl:1][c:2]1[n:3][c:4]([N:12]2[CH2:13][CH2:14][O:15][CH2:16][CH2:17]2)[c:5]2[c:6]([n:7]1)[cH:8][c:9]([C:19]#[N:20])[s:10]2. The reactants are C(C)(=O)OC(C)=O (acetic anhydride), NCC1CC=2C(=C3C=CC(NC3=C(C2)C)=O)O1 ((-)-aminomethyl-5-methyl-2,3,6,7-tetrahydrofuro-[2,3-f]quinoline-7-one), CCOCC (Ether), C(=O)OC=O (formic anhydride). Solvent: O1CCCC1 (tetrahydrofuran), C(Cl)(Cl)Cl (chloroform). Run at temperature 70 celsius. Yields the product C(=O)NCC1CC=2C(=C3C=CC(NC3=C(C2)C)=O)O1 ((-)-2-Formylaminomethyl-5-methyl-2,3,6,7-tetrahydrofuro-[2,3-f]quinoline-7-one). Yield: 37.9%. Reaction SMILES: [NH2:1][CH2:2][CH:3]1[O:17][C:6]2=[C:7]3[C:12](=[C:13]([CH3:15])[CH:14]=[C:5]2[CH2:4]1)[NH:11][C:10](=[O:16])[CH:9]=[CH:8]3.[C:18](OC(=O)C)(=[O:20])C.C(OC=O)=O.CCOCC>O1CCCC1.C(Cl)(Cl)Cl>[CH:18]([NH:1][CH2:2][CH:3]1[O:17][C:6]2=[C:7]3[C:12](=[C:13]([CH3:15])[CH:14]=[C:5]2[CH2:4]1)[NH:11][C:10](=[O:16])[CH:9]=[CH:8]3)=[O:20]. Procedure: To a suspension of (-)-aminomethyl-5-methyl-2,3,6,7-tetrahydrofuro-[2,3-f]quinoline-7-one (965 mg, 4.19 mmol) in a mixture of tetrahydrofuran (30 ml) and chloroform (30 ml), acetic anhydride--formic anhydride (1.83 g, 20.8 mmol) was added and refluxed with heat in a bath of 70° C. for 3 hours. The temperature of the reaction mixture was returned to room temperature. Ether was added to the mixture and insoluble matter was collected by filtration. Recrystallization from chloroform--methanol--ether... The reactants are [Cl-].N[P+](N(C)C)(N(C)C)N(C)C (aminotris(dimethylamino)phosphonium chloride), [OH-].[Ba+2].[OH-] (barium hydroxide), [OH-].[Ba+2].[OH-] (barium hydroxide), [Cl-] (chloride). Solvent: O1CCCC1 (tetrahydrofuran). Reaction conditions: time 30 minute. The product is N=P(N(C)C)(N(C)C)N(C)C (Iminotris(dimethylamino)phosphorane). RXN SMILES: [Cl-].[NH2:2][P+:3]([N:10]([CH3:12])[CH3:11])([N:7]([CH3:9])[CH3:8])[N:4]([CH3:6])[CH3:5].[OH-].[Ba+2].[OH-].[Cl-]>O1CCCC1>[NH:2]=[P:3]([N:4]([CH3:6])[CH3:5])([N:10]([CH3:12])[CH3:11])[N:7]([CH3:9])[CH3:8] |f:0.1,2.3.4|. Procedure: In a 5-l reactor fitted with a stirrer, a thermometer and a dropping funnel, 1.60 kg of tetrahydrofuran were weighed, followed by the addition of 250 g (1.16 mol) of aminotris(dimethylamino)phosphonium chloride. The contents were heated to 55° C., at which 2.29 kg of a 5.6 wt. % aqueous solution of barium hydroxide, said solution containing 0.83 mol (equivalent to 1.1 gram equivalents based on the chloride) of barium hydroxide, were added dropwise over 20 minutes. After completion of the dropwis...